Dataset: the Open Reaction Database (ORD), a public repository of structured organic reaction records. Task: describe an organic reaction: reactants, conditions, products, and yield Starting materials: CC(C)CC(NC(=O)c1csc(N2CC(OS(C)(=O)=O)C2)n1)C(O[SiH](C)C)C(C)(C)C, CC([O-])=S, CN(C)C=O, [K+]. Yields the product CC(=O)SC1CN(c2nc(C(=O)NC(CC(C)C)C(O[SiH](C)C)C(C)(C)C)cs2)C1. As a reaction SMILES: [C:1]([CH3:2])([CH3:3])([CH3:4])[CH:5]([CH:6]([CH2:7][CH:8]([CH3:9])[CH3:10])[NH:11][C:12](=[O:13])[c:14]1[n:15][c:16]([N:19]2[CH2:20][CH:21]([O:23][S:24]([CH3:25])(=[O:26])=[O:27])[CH2:22]2)[s:17][cH:18]1)[O:28][SiH:29]([CH3:30])[CH3:31].[C:32]([CH3:33])(=[S:34])[O-:35].[CH3:37][N:38]([CH3:39])[CH:40]=[O:41].[K+:36]>>[C:1]([CH3:2])([CH3:3])([CH3:4])[CH:5]([CH:6]([CH2:7][CH:8]([CH3:9])[CH3:10])[NH:11][C:12](=[O:13])[c:14]1[n:15][c:16]([N:19]2[CH2:20][CH:21]([S:34][C:32]([CH3:33])=[O:35])[CH2:22]2)[s:17][cH:18]1)[O:28][SiH:29]([CH3:30])[CH3:31]. Starting materials: C1CCOC1, Cc1nc2c(C#N)cc(N3CCOCC3)cc2n1Cc1cccc(Cl)c1Cl, [K+], [OH-], O, OO. The product is Cc1nc2c(C(N)=O)cc(N3CCOCC3)cc2n1Cc1cccc(Cl)c1Cl. As a reaction SMILES: [CH2:33]1[O:34][CH2:35][CH2:36][CH2:37]1.[Cl:3][c:4]1[c:5]([CH2:11][n:12]2[c:13]([CH3:29])[n:14][c:15]3[c:16]2[cH:17][c:18]([N:23]2[CH2:24][CH2:25][O:26][CH2:27][CH2:28]2)[cH:19][c:20]3[C:21]#[N:22])[cH:6][cH:7][cH:8][c:9]1[Cl:10].[K+:2].[OH-:1].[OH2:32].[OH:30][OH:31]>>[O:1]=[C:21]([c:20]1[c:15]2[n:14][c:13]([CH3:29])[n:12]([CH2:11][c:5]3[c:4]([Cl:3])[c:9]([Cl:10])[cH:8][cH:7][cH:6]3)[c:16]2[cH:17][c:18]([N:23]2[CH2:24][CH2:25][O:26][CH2:27][CH2:28]2)[cH:19]1)[NH2:22]. Reactants: CCN=C=NCCCN(C)C.Cl (WSC hydrochloride), C(C)(C)(C)OC(=O)N[C@@H](C(C)C)C(=O)O (N-t-butyloxycarbonyl-L-valine), Cl.C(C1=CC=CC=C1)OC([C@H]1NCCC1)=O (L-proline benzylester hydrochloride), C=1C=CC2=C(C1)N=NN2O (HOBt). Solvent: C(Cl)Cl (methylene chloride). Run at time 2 hour. Product: C(C1=CC=CC=C1)OC([C@H]1N(CCC1)C([C@@H](NC(=O)OC(C)(C)C)C(C)C)=O)=O (N-t-butyloxycarbonyl-L-valyl-L-proline benzylester). Isolated yield 100.9%. Reaction SMILES: [C:1]([O:5][C:6]([NH:8][C@H:9]([C:13]([OH:15])=O)[CH:10]([CH3:12])[CH3:11])=[O:7])([CH3:4])([CH3:3])[CH3:2].Cl.[CH2:17]([O:24][C:25](=[O:31])[C@@H:26]1[CH2:30][CH2:29][CH2:28][NH:27]1)[C:18]1[CH:23]=[CH:22][CH:21]=[CH:20][CH:19]=1.C1C=CC2N(O)N=NC=2C=1.CCN=C=NCCCN(C)C.Cl>C(Cl)Cl>[CH2:17]([O:24][C:25](=[O:31])[C@@H:26]1[CH2:30][CH2:29][CH2:28][N:27]1[C:13](=[O:15])[C@H:9]([CH:10]([CH3:11])[CH3:12])[NH:8][C:6]([O:5][C:1]([CH3:2])([CH3:3])[CH3:4])=[O:7])[C:18]1[CH:19]=[CH:20][CH:21]=[CH:22][CH:23]=1 |f:1.2,4.5|. Procedure details: N-t-butyloxycarbonyl-L-valine (8.69 g, 40 mmole), L-proline benzylester hydrochloride (9.67 g, 40 mmole) and HOBt (5.40 g, 40 mmole) were dissolved in methylene chloride (150 ml), and N-methylmorcholine (4.05 g, 40 mmole) and WSC hydrochloride (7.67 g, 40 mmole) were added thereto at -30° C. The mixture was stirred for 2 hours at less than ° C., and then overnight at room temperature, washed with aqueous sodium bicarbonate (150 ml, twice), 5% aqueous citric acid (150 ml, twice) and water (150 ml...